From a dataset of the Open Reaction Database (ORD), a public repository of structured organic reaction records. describe an organic reaction: reactants, conditions, products, and yield The reactants are [BH4-], CCN1CC(C)(C)C(=O)c2cccc(C(O[SiH](C)C)C(C)(C)C)c21, CO, [Na+]. Product: CCN1CC(C)(C)C(OC)c2cccc(C(O[SiH](C)C)C(C)(C)C)c21. RXN SMILES: [BH4-:25].[C:1]([CH3:2])([CH3:3])([CH3:4])[CH:5]([c:6]1[cH:7][cH:8][cH:9][c:10]2[c:15]1[N:14]([CH2:16][CH3:17])[CH2:13][C:12]([CH3:18])([CH3:19])[C:11]2=[O:20])[O:21][SiH:22]([CH3:23])[CH3:24].[CH3:27][OH:28].[Na+:26]>>[C:1]([CH3:2])([CH3:3])([CH3:4])[CH:5]([c:6]1[cH:7][cH:8][cH:9][c:10]2[c:15]1[N:14]([CH2:16][CH3:17])[CH2:13][C:12]([CH3:18])([CH3:19])[CH:11]2[O:20][CH3:27])[O:21][SiH:22]([CH3:23])[CH3:24]. The reactants are O=C([O-])[O-], CN(C)C=O, CSc1cc(Cl)c(O)cc1Cl, Cc1cc(F)cc(F)n1, [K+], [K+], O. Yields the product CSc1cc(Cl)c(Oc2cc(C)nc(F)c2)cc1Cl. Reaction SMILES: [C:21](=[O:22])([O-:23])[O-:24].[CH3:28][N:29]([CH3:30])[CH:31]=[O:32].[Cl:10][c:11]1[c:12]([OH:20])[cH:13][c:14]([Cl:19])[c:15]([S:17][CH3:18])[cH:16]1.[F:1][c:2]1[n:3][c:4]([CH3:9])[cH:5][c:6]([F:8])[cH:7]1.[K+:25].[K+:26].[OH2:27]>>[F:1][c:2]1[n:3][c:4]([CH3:9])[cH:5][c:6]([O:20][c:12]2[c:11]([Cl:10])[cH:16][c:15]([S:17][CH3:18])[c:14]([Cl:19])[cH:13]2)[cH:7]1. Starting materials: C1(CC1)C(=O)Cl (Cyclopropanecarbonyl chloride), ClC1=CC2=C(N3C(=NN=C3CNC2)C2CCN(CC2)C2=NC=CC=C2)C=C1 (8-Chloro-1-(3,4,5,6-tetrahydro-2H-[1,2′]bipyridinyl-4-yl)-5,6-dihydro-4H-2,3,5,10b-tetraaza-benzo[e]azulene). Product: Cl.Cl.ClC1=CC2=C(N3C(=NN=C3CN(C2)C(=O)C2CC2)C2CCN(CC2)C2=NC=CC=C2)C=C1 ([8-Chloro-1-(3,4,5,6-tetrahydro-2H-[1,2′]bipyridinyl-4-yl)-4H,6H-2,3,5,10b-tetraaza-benzo[e]azulen-5-yl]-cyclopropyl-methanone dihydrochloride). The yield is 50.0%. As a reaction SMILES: [CH:1]1([C:4]([Cl:6])=[O:5])[CH2:3][CH2:2]1.[Cl:7][C:8]1[CH:33]=[CH:32][C:11]2[N:12]3[C:16]([CH2:17][NH:18][CH2:19][C:10]=2[CH:9]=1)=[N:15][N:14]=[C:13]3[CH:20]1[CH2:25][CH2:24][N:23]([C:26]2[CH:31]=[CH:30][CH:29]=[CH:28][N:27]=2)[CH2:22][CH2:21]1>>[ClH:6].[ClH:7].[Cl:7][C:8]1[CH:33]=[CH:32][C:11]2[N:12]3[C:16]([CH2:17][N:18]([C:4]([CH:1]4[CH2:3][CH2:2]4)=[O:5])[CH2:19][C:10]=2[CH:9]=1)=[N:15][N:14]=[C:13]3[CH:20]1[CH2:21][CH2:22][N:23]([C:26]2[CH:31]=[CH:30][CH:29]=[CH:28][N:27]=2)[CH2:24][CH2:25]1 |f:2.3.4|. Procedure: The title compound was prepared from Cyclopropanecarbonyl chloride and the amine of example 4, in 50% yield, using the procedure described in example 8. Starting materials: C(C1=CC=CC=C1)OCCCC1=NC=CC(=N1)NC(=NCC(F)(F)F)N (2-(3-benzyloxypropyl)-4-[2-(2,2,2-trifluoroethyl)guanidino]pyrimidine), Cl (HCl). The reagents and catalysts are [Pd] (palladium on carbon). Run in CCO (EtOH). Yields the product OCCCC1=NC=CC(=N1)NC(=NCC(F)(F)F)N (2-(3-hydroxypropyl)-4-[2-(2,2,2-trifluoroethyl)guanidino]pyrimidine). The yield is 7.2%. RXN SMILES: C([O:8][CH2:9][CH2:10][CH2:11][C:12]1[N:17]=[C:16]([NH:18][C:19]([NH2:26])=[N:20][CH2:21][C:22]([F:25])([F:24])[F:23])[CH:15]=[CH:14][N:13]=1)C1C=CC=CC=1.Cl>CCO.[Pd]>[OH:8][CH2:9][CH2:10][CH2:11][C:12]1[N:17]=[C:16]([NH:18][C:19]([NH2:26])=[N:20][CH2:21][C:22]([F:25])([F:23])[F:24])[CH:15]=[CH:14][N:13]=1. Procedure details: A solution of 2-(3-benzyloxypropyl)-4-[2-(2,2,2-trifluoroethyl)guanidino]pyrimidine (3.7 g.) in EtOH (75 ml.) containing concentrated aqueous HCl (1 ml.) was hydrogenated over 5% w/w palladium on carbon (1 g.). The filtrate was evaporated and the residue was partitioned between dilute aqueous NaOH and EtOAc. The EtOAc solution was washed with brine, dried and evaporated and the residue was crystallised from EtOAc to give 2-(3-hydroxypropyl)-4-[2-(2,2,2-trifluoroethyl)guanidino]pyrimidine (0.2 g.... Starting materials: [Na] (sodium), CN(C1=NOC(=N1)C(C)C1=CC(=CC=C1)C(C1=CC=CC=C1)=O)C (3-dimethylamino-5-(1-(3-benzoylphenyl) ethyl)-1,2,4-oxadiazole), Cl (HCl). Run in CO (methanol), CO (methanol). Product: CN(C1=NOC(=N1)C(C)C1=CC(=CC=C1)C(C1=CC=CC=C1)O)C (3-dimethylamino-5-(1-(3-(α-hydroxybenzyl)phenyl)ethyl)- 1,2,4-oxadiazole). Isolated yield 103.1%. As a reaction SMILES: [Na].[CH3:2][N:3]([CH3:25])[C:4]1[N:8]=[C:7]([CH:9]([C:11]2[CH:16]=[CH:15][CH:14]=[C:13]([C:17](=[O:24])[C:18]3[CH:23]=[CH:22][CH:21]=[CH:20][CH:19]=3)[CH:12]=2)[CH3:10])[O:6][N:5]=1.Cl>CO>[CH3:25][N:3]([CH3:2])[C:4]1[N:8]=[C:7]([CH:9]([C:11]2[CH:16]=[CH:15][CH:14]=[C:13]([CH:17]([OH:24])[C:18]3[CH:23]=[CH:22][CH:21]=[CH:20][CH:19]=3)[CH:12]=2)[CH3:10])[O:6][N:5]=1 |^1:0|. Procedure: To sodium brohydride suspended (0.177 g, 4.7 mmol) in methanol (15 ml) under cooling with ice was slowly added dropwise 3-dimethylamino-5-(1-(3-benzoylphenyl) ethyl)-1,2,4-oxadiazole (1.45 g, 4.5 mmol) in methanol (15 ml). After the mixture was stirred under cooling with ice with 1 h, 1N-HCl was added to the mixture, then the mixture was adjusted at pH 6. The mixture was evaporated under reduced pressure to a residue, which was extracted with dichloromethane. The extracts were washed with satura... Reactants: Cl[O-].[Na+] (sodium hypochlorite), C(C=C)C1=C(C=NO)C(=CC=C1)Cl (2-allyl-6-chlorobenzaldehyde oxime), C(C)(=O)[O-].[Na+] (sodium acetate). The solvent is C(Cl)Cl (methylene chloride). Reaction conditions: time 2 hour. Product: ClC=1C=CC=C2CC3C(=NOC3)C12 (8-Chloro-3a,4-dihydro-3H-indeno[1,2-c]isoxazole). As a reaction SMILES: Cl[O-].[Na+].[CH2:4]([C:7]1[CH:15]=[CH:14][CH:13]=[C:12]([Cl:16])[C:8]=1[CH:9]=[N:10][OH:11])[CH:5]=[CH2:6].C([O-])(=O)C.[Na+]>C(Cl)Cl>[Cl:16][C:12]1[CH:13]=[CH:14][CH:15]=[C:7]2[C:8]=1[C:9]1=[N:10][O:11][CH2:6][CH:5]1[CH2:4]2 |f:0.1,3.4|. Reported procedure: At room temperature, 37.0 ml of a sodium hypochlorite solution (12.5% of active chlorine) were added dropwise to a solution of 8.4 g (42.9 mmol) of 2-allyl-6-chlorobenzaldehyde oxime in 100 ml of methylene chloride, and a spatula tip of sodium acetate was added. The mixture was stirred at room temperature for 2 hours, the organic phase was separated off, the aqueous phase was extracted with methylene chloride and the combined organic phases were washed with saturated ammonium chloride solution. ... Reactants: ice water, COC1N(CCNC1)C1=CC=CC=C1 (o-methoxyphenylpiperazine), C([O-])([O-])=O.[K+].[K+] (potassium carbonate), BrCCCl (1-bromo-2-chloroethane). Run in CN(C)C=O (DMF). Reaction conditions: time 2 hour. The product is COC1=C(C=CC=C1)N1CCN(CC1)CCCl (1-(2-methoxyphenyl)-4-(2-chloroeth-l-yl) piperazine). Reaction SMILES: CO[CH:3]1[CH2:8][NH:7][CH2:6][CH2:5][N:4]1[C:9]1[CH:14]=[CH:13][CH:12]=[CH:11][CH:10]=1.[C:15](=[O:18])([O-])[O-].[K+].[K+].Br[CH2:22][CH2:23][Cl:24]>CN(C=O)C>[CH3:15][O:18][C:14]1[CH:13]=[CH:12][CH:11]=[CH:10][C:9]=1[N:4]1[CH2:3][CH2:8][N:7]([CH2:22][CH2:23][Cl:24])[CH2:6][CH2:5]1 |f:1.2.3|. Procedure details: At room temperature, a solution of 19.2 g (0.1 mol) of o-methoxyphenylpiperazine and 13.8 g (0.1 mol) of potassium carbonate in 200 ml of DMF was initially charged and, after 30 min, 30 ml (0.36 mol) of 1-bromo-2-chloroethane were added. The mixture was stirred at room temperature for 2 h. The mixture was poured into ice-water then extracted with methyl tert-butyl ether, and the organic phases were washed with water, dried with sodium sulfate and subsequently concentrated. The residue was dissol... Product: ClC1=C(C=C(C=C1OC)OC)NCC=1C(=NC(=NC1)SC)NCC ({5-[(2-Chloro-3,5-dimethoxy-phenylamino)-methyl]-2-methylsulfanyl-pyrimidin-4-yl}-ethyl-amine). Yield: 73.6%. Reaction SMILES: [Cl:1][C:2]1[C:7]([O:8][CH3:9])=[CH:6][C:5]([O:10][CH3:11])=[CH:4][C:3]=1[N:12]=[CH:13][C:14]1[C:15]([NH:22][CH2:23][CH3:24])=[N:16][C:17]([S:20][CH3:21])=[N:18][CH:19]=1.[H-].[H-].[H-].[H-].[Li+].[Al+3]>C1COCC1>[Cl:1][C:2]1[C:7]([O:8][CH3:9])=[CH:6][C:5]([O:10][CH3:11])=[CH:4][C:3]=1[NH:12][CH2:13][C:14]1[C:15]([NH:22][CH2:23][CH3:24])=[N:16][C:17]([S:20][CH3:21])=[N:18][CH:19]=1 |f:1.2.3.4.5.6|. Run at temperature 5 celsius, time 1 hour. The reactants are solution, [H-].[H-].[H-].[H-].[Li+].[Al+3] (LAH), ClC1=C(C=C(C=C1OC)OC)N=CC=1C(=NC(=NC1)SC)NCC ({5-[(2-chloro-3,5-dimethoxy-phenylimino)-methyl]-2-methylsulfanyl-pyrimidin-4-yl}-ethyl-amine). Reported procedure: Into a suspension of 6.96 g (18.97 mmol) of {5-[(2-chloro-3,5-dimethoxy-phenylimino)-methyl]-2-methylsulfanyl-pyrimidin-4-yl}-ethyl-amine in 200 mL of dry THF cooled to 5° C. was added 18.97 mL (18.97 mmol) of a 1 M solution of LAH in THF. After stirring for 1 hour, the cold reaction was quenched by sequential addition of 0.8 mL of water, 3.0 mL of 25 NaOH, and 1.7 mL of water. The reaction was filtered through Celite, the filter pad washed well with THF, and the filtrate concentrated in vacuo. ... The solvent is C1CCOC1 (THF), C1CCOC1 (THF).